Dataset: the Open Reaction Database (ORD), a public repository of structured organic reaction records. Task: describe an organic reaction: reactants, conditions, products, and yield The reactants are ClCCl, Cl, CC1=C(c2ccccc2N)C(=O)CC1, Cc1cc(C)c(S(=O)(=O)Cl)c(C)c1, c1ccncc1. Product: CC1=C(c2ccccc2NS(=O)(=O)c2c(C)cc(C)cc2C)C(=O)CC1. RXN SMILES: [CH2:35]([Cl:36])[Cl:37].[ClH:34].[NH2:1][c:2]1[c:3]([C:8]2=[C:12]([CH3:13])[CH2:11][CH2:10][C:9]2=[O:14])[cH:4][cH:5][cH:6][cH:7]1.[c:21]1([CH3:33])[c:22]([S:29](=[O:30])(=[O:31])[Cl:32])[c:23]([CH3:28])[cH:24][c:25]([CH3:27])[cH:26]1.[cH:15]1[cH:16][cH:17][n:18][cH:19][cH:20]1>>[NH:1]([c:2]1[c:3]([C:8]2=[C:12]([CH3:13])[CH2:11][CH2:10][C:9]2=[O:14])[cH:4][cH:5][cH:6][cH:7]1)[S:29]([c:22]1[c:21]([CH3:33])[cH:26][c:25]([CH3:27])[cH:24][c:23]1[CH3:28])(=[O:30])=[O:31]. Starting materials: CC(CCC(C)=O)C (5-methyl-2-hexanone), P(=O)(Cl)(Cl)Cl (Phosphorusoxychloride), CC(=O)[O-].[Na+] (NaOAc). Solvent: CN(C)C=O (DMF). Reaction conditions: temperature 5 celsius, time 90 minute. Yields the product ClC(=C(C=O)CC(C)C)C (3-chloro-2-isobutyl-but-2-enal). The yield is 125.9%. RXN SMILES: P(Cl)(Cl)([Cl:3])=O.[CH3:6][CH:7]([CH3:13])[CH2:8][CH2:9][C:10](=[O:12])C.[CH3:14][C:15]([O-])=O.[Na+]>CN(C=O)C>[Cl:3][C:15]([CH3:14])=[C:9]([CH2:8][CH:7]([CH3:6])[CH3:13])[CH:10]=[O:12] |f:2.3|. Procedure details: Phosphorusoxychloride (53.7 g, 350 mmol) is slowly added to DMF (60 mL) stirred at 5° C. Upon complete addition, the clear solution is stirred for further 30 min at 5° C. before 5-methyl-2-hexanone (20 g, 175 mmol) is added dropwise. The yellow solution is stirred for 30 min at 0° C., then for 90 min at rt. The mixture becomes warm (40° C.) and a thick suspension forms. The mixture is cooled to 25° C. and stirring is continued for 1 h before it is poured into an aq. solution of NaOAc (80 g)/ice ... Starting materials: O1CCCC1 (tetrahydrofuran), [Si](C)(C)(C(C)(C)C)OC(=O)NC(C(=O)OC)CC=C (Methyl N-(t-butyldimethylsilyloxycarbonyl)-2-amino-4-pentenoate), CI (methyl iodide), O1CCCC1 (tetrahydrofuran), [F-].C(CCC)[N+](CCCC)(CCCC)CCCC (tetrabutylammonium fluoride). Run in O (water). Conditions: temperature 0 celsius, time 1 hour. The product is COC(=O)NC(C(=O)OC)CC=C (Methyl N-methoxycarbonyl-2-amino-4-pentenoate). Reaction SMILES: O1CCC[CH2:2]1.[Si]([O:13][C:14]([NH:16][CH:17]([CH2:22][CH:23]=[CH2:24])[C:18]([O:20][CH3:21])=[O:19])=[O:15])(C(C)(C)C)(C)C.CI.[F-].C([N+](CCCC)(CCCC)CCCC)CCC>O>[CH3:2][O:13][C:14]([NH:16][CH:17]([CH2:22][CH:23]=[CH2:24])[C:18]([O:20][CH3:21])=[O:19])=[O:15] |f:3.4|. Procedure details: To a tetrahydrofuran solution (3.0 ml) of the compound prepared in Example 3 (170 mg, 0.59 mmol), were successively added dropwise at 0° C. in a nitrogen atmosphere methyl iodide (0.074 ml, 1.18 mmol) and a tetrahydrofuran solution of tetrabutylammonium fluoride (0.59 ml, 0.59 mmol). The mixture was agitated for 1 hour at 0° C., poured into water and extracted with ether. The ether layer was dried over anhydrous magnesium sulfate and the solvent was distilled off under vacuum. The resulting reac... Reactants: C(CCC)[Sn](Cl)(CCCC)CCCC (tributylchlorostannane), NaCl ice, C(C)(C)[Mg]Cl (isopropylmagnesium chloride), IC1=NN(C=2CCC(CC12)(C)C)C (3-iodo-1,5,5-trimethyl-4,5,6,7-tetrahydro-1H-indazole). Solvent: C1CCOC1 (THF). Run at temperature -16 celsius, time 20 minute. Yields the product CN1N=C(C=2CC(CCC12)(C)C)[Sn](CCCC)(CCCC)CCCC (1,5,5-trimethyl-3-tributylstannanyl-4,5,6,7-tetrahydro-1H-indazole). Reaction SMILES: I[C:2]1[C:10]2[CH2:9][C:8]([CH3:12])([CH3:11])[CH2:7][CH2:6][C:5]=2[N:4]([CH3:13])[N:3]=1.C([Mg]Cl)(C)C.[CH2:19]([Sn:23]([CH2:29][CH2:30][CH2:31][CH3:32])([CH2:25][CH2:26][CH2:27][CH3:28])Cl)[CH2:20][CH2:21][CH3:22]>C1COCC1>[CH3:13][N:4]1[C:5]2[CH2:6][CH2:7][C:8]([CH3:12])([CH3:11])[CH2:9][C:10]=2[C:2]([Sn:23]([CH2:25][CH2:26][CH2:27][CH3:28])([CH2:29][CH2:30][CH2:31][CH3:32])[CH2:19][CH2:20][CH2:21][CH3:22])=[N:3]1. Procedure: In a round-bottomed flask, 3-iodo-1,5,5-trimethyl-4,5,6,7-tetrahydro-1H-indazole (140 mg, 0.48 mmol) was dissolved in THF (3 ml). The colorless solution was cooled to −16° C. (NaCl/ice bath) and isopropylmagnesium chloride (2.0M in THF, 0.27 ml, 0.54 mmol) was added dropwise. The reaction mixture was stirred at −16° C. for 20 min then tributylchlorostannane (0.15 ml, 0.55 mmol) was slowly added. The reaction mixture was allowed to warm to room temperature over 1.5 h then quenched with saturated ... The reactants are C1(=CC=CC=C1)CC(=O)O (phenylacetic acid), N1=C(C=CC=C1)CCl (picolyl chloride), C(CCC)[Li] (butyl lithium), ice, ClCCCC1OCCO1 (2-(3-chloropropyl)-1,3-dioxolane), C(CCC)[Li] (butyl lithium). Solvent: O1CCCC1 (tetrahydrofuran), CN(P(=O)(N(C)C)N(C)C)C (hexamethylphosphoramide), C1CCOC1 (THF), CCCCCC (hexane), C1CCOC1 (THF), CCCCCC (hexane). The product is C1(=CC=CC=C1)C(C(=O)O)(CC1=NC=CC=C1)CCCC1OCCO1 (α-phenyl-α-[3-(1,3-dioxolan-2-yl)propyl]-2-pyridine-propionicacid). Reaction SMILES: C([Li])CCC.[C:6]1([CH2:12][C:13]([OH:15])=[O:14])[CH:11]=[CH:10][CH:9]=[CH:8][CH:7]=1.Cl[CH2:17][CH2:18][CH2:19][CH:20]1[O:24][CH2:23][CH2:22][O:21]1.[N:25]1[CH:30]=[CH:29][CH:28]=[CH:27][C:26]=1[CH2:31]Cl>C1COCC1.CCCCCC.CN(C)P(N(C)C)(N(C)C)=O>[C:6]1([C:12]([CH2:17][CH2:18][CH2:19][CH:20]2[O:24][CH2:23][CH2:22][O:21]2)([CH2:31][C:26]2[CH:27]=[CH:28][CH:29]=[CH:30][N:25]=2)[C:13]([OH:15])=[O:14])[CH:11]=[CH:10][CH:9]=[CH:8][CH:7]=1. Procedure: A 2.5M hexane solution of butyl lithium (180 ml) was added to an ice-cooled solution of phenylacetic acid (20 g), hexamethylphosphoramide (25.6 ml) and tetrahydrofuran (260 ml). The reaction mixture was stirred to room temperature, then cooled back to 0° C. A solution of 2-(3-chloropropyl)-1,3-dioxolane in THF (20 ml) was added dropwise and the mixture was stirred to room temperature overnight. The reaction was cooled back down to 0° C. then butyl lithium (60 ml of a 2.5M hexane solution) was ad... The reactants are Cl.FC1=CC=C2C(=CNC2=C1)CCN (2-(6-fluoro-1H-indol-3-yl)ethanamine hydrochloride), Cl (hydrochloric acid), CS(=O)C (DMSO). Run at temperature 50 celsius, time 6 hour. The product is Cl.NCCC1C(NC2=CC(=CC=C12)F)=O (3-(2-Aminoethyl)-6-fluoroindolin-2-one hydrochloride). Isolated yield 47.0%. As a reaction SMILES: [ClH:1].[F:2][C:3]1[CH:11]=[C:10]2[C:6]([C:7]([CH2:12][CH2:13][NH2:14])=[CH:8][NH:9]2)=[CH:5][CH:4]=1.Cl.CS(C)=[O:18]>>[ClH:1].[NH2:14][CH2:13][CH2:12][CH:7]1[C:6]2[C:10](=[CH:11][C:3]([F:2])=[CH:4][CH:5]=2)[NH:9][C:8]1=[O:18] |f:0.1,4.5|. Procedure: To a solution of 2-(6-fluoro-1H-indol-3-yl)ethanamine hydrochloride (500 mg, 2.3 mmol) in DMSO (0.8 mL) was added hydrochloric acid (36%, 1.3 g, 12.8 mmol). The resulting reaction mixture was stirred at 50° C. in a sealed tube for 6 h. After cooling to room temperature, the reaction mixture was filtered. The resulting cake was stirred in EtOH (5 mL). The mixture was filtered and dried to give the desired product (250 mg, 1.28 mmol, 47% yield) as a yellow solid. MS (ESI) m/z 195.1 [M+H]+. Starting materials: Cc1cccc(CS(=O)c2cccc(OCc3ccc4ccccc4n3)c2)c1C(=O)OCC(C)C, O=C(OO)c1cccc(Cl)c1, ClCCl. Product: Cc1cccc(CS(=O)(=O)c2cccc(OCc3ccc4ccccc4n3)c2)c1C(=O)OCC(C)C. Reaction SMILES: [CH3:12][c:13]1[c:14]([C:15](=[O:16])[O:17][CH2:18][CH:19]([CH3:20])[CH3:21])[c:22]([CH2:26][S:27](=[O:28])[c:29]2[cH:30][c:31]([O:35][CH2:36][c:37]3[n:38][c:39]4[cH:40][cH:41][cH:42][cH:43][c:44]4[cH:45][cH:46]3)[cH:32][cH:33][cH:34]2)[cH:23][cH:24][cH:25]1.[Cl:1][c:2]1[cH:3][cH:4][cH:5][c:6]([C:7]([O:8][OH:10])=[O:9])[cH:11]1.[Cl:47][CH2:48][Cl:49]>>[O:9]=[S:27]([CH2:26][c:22]1[c:14]([C:15](=[O:16])[O:17][CH2:18][CH:19]([CH3:20])[CH3:21])[c:13]([CH3:12])[cH:25][cH:24][cH:23]1)(=[O:28])[c:29]1[cH:30][c:31]([O:35][CH2:36][c:37]2[n:38][c:39]3[cH:40][cH:41][cH:42][cH:43][c:44]3[cH:45][cH:46]2)[cH:32][cH:33][cH:34]1. The reactants are C(C)(=O)OO (peracetic acid), C(C)(=O)NC1=NC(=CC=C1)Br (2-acetamido-6-bromopyridine). The solvent is C(C)(=O)O (acetic acid). Run at time 19 hour. Yields the product C(C)(=O)NC1=[N+](C(=CC=C1)Br)[O-] (2-acetamido-6-bromopyridine-1-oxide). Isolated yield 83.0%. RXN SMILES: [C:1]([NH:4][C:5]1[CH:10]=[CH:9][CH:8]=[C:7]([Br:11])[N:6]=1)(=[O:3])[CH3:2].C(OO)(=[O:14])C>C(O)(=O)C>[C:1]([NH:4][C:5]1[CH:10]=[CH:9][CH:8]=[C:7]([Br:11])[N+:6]=1[O-:14])(=[O:3])[CH3:2]. Procedure details: More specifically, the mercapto pyridine-1-oxide derivatives of the instant invention are prepared from known starting materials. 2-amino-6-bromopyridine which may be prepared by hydrogen bromide induced cyclization of 3-hydroxyglutaronitriles, a method described in U.S. Pat. No. 3,096,337, or by any other known process, is dissolved in an excess amount of acetic anhydride and heated at 70° C for 45 minutes and the excess acetic anhydride is hydrolyzed by the addition of 300 ml. water, to give a... The reactants are CN(/C=C/C(=O)C1=NN(C=CC1=O)C1=CC(=CC=C1)OC(F)(F)F)C (3-((E)-3-Dimethylamino-acryloyl)-1-(3-trifluoromethoxy-phenyl)-1H-pyridazin-4-one), N1=CC=C(C2=CC=CC=C12)NN (quinolin-4-yl-hydrazine). Product: N1=CC=C(C2=CC=CC=C12)N1N=CC=C1C1=NN(C=CC1=O)C1=CC(=CC=C1)OC(F)(F)F (3-(2-Quinolin-4-yl-2H-pyrazol-3-yl)-1-(3-trifluoromethoxy-phenyl)-1H-pyridazin-4-one). Reaction SMILES: C[N:2](C)/[CH:3]=[CH:4]/[C:5]([C:7]1[C:12](=[O:13])[CH:11]=[CH:10][N:9]([C:14]2[CH:19]=[CH:18][CH:17]=[C:16]([O:20][C:21]([F:24])([F:23])[F:22])[CH:15]=2)[N:8]=1)=O.[N:26]1[C:35]2[C:30](=[CH:31][CH:32]=[CH:33][CH:34]=2)[C:29]([NH:36]N)=[CH:28][CH:27]=1>>[N:26]1[C:35]2[C:30](=[CH:31][CH:32]=[CH:33][CH:34]=2)[C:29]([N:36]2[C:5]([C:7]3[C:12](=[O:13])[CH:11]=[CH:10][N:9]([C:14]4[CH:19]=[CH:18][CH:17]=[C:16]([O:20][C:21]([F:24])([F:23])[F:22])[CH:15]=4)[N:8]=3)=[CH:4][CH:3]=[N:2]2)=[CH:28][CH:27]=1. Procedure: The product was obtained starting from 3-((E)-3-Dimethylamino-acryloyl)-1-(3-trifluoromethoxy-phenyl)-1H-pyridazin-4-one (A-6) and quinolin-4-yl-hydrazine according to the method described for example 91. MS: M=450.2 (M+H)+